Dataset: the Open Reaction Database (ORD), a public repository of structured organic reaction records. Task: describe an organic reaction: reactants, conditions, products, and yield The reactants are [N+](=O)([O-])C1=CC=C(COC(=O)N=CN2C[C@H](CC2)NC(=O)[C@H]2N(C[C@H](C2)SC=2[C@@H]([C@H]3N(C2C(=O)OCC2=CC=C(C=C2)[N+](=O)[O-])C([C@@H]3[C@@H](C)O)=O)C)C(=O)OCC3=CC=C(C=C3)[N+](=O)[O-])C=C1 (4-nitrobenzyl (1R, 5S, 6S)-2-{(2S, 4S)-2-[(3S)-1-(N-4-nitrobenzyloxycarbonylformimidoyl)pyrrolidin-3-ylaminocarbonyl]-1-(4-nitrobenzyloxycarbonyl)pyrrolidin-4-ylthio}-6-[(1R)-1-hydroxyethyl]-1-methyl-1-carbapen-2-em-3-carboxylate). The solvent is O1CCCC1 (tetrahydrofuran), O (water). Product: C(=N)N1C[C@@H](CC1)NC(=O)[C@H]1NC[C@H](C1)SC=1[C@@H]([C@H]2N(C1C(=O)O)C([C@@H]2[C@@H](C)O)=O)C ((1R, 5S, 6S)-2-{(2S, 4S)-2-[(3R)-1-Formimidoylpyrrolidin-3-ylaminocarbonyl]pyrrolidin-4-ylthio}-6-[(1R)-1-hydroxyethyl]-1-methyl-1-carbapen-2-em-3-carboxylic acid). Isolated yield 51.0%. Reaction SMILES: [N+](C1C=CC(COC([N:12]=[CH:13][N:14]2[CH2:18][CH2:17][C@H:16]([NH:19][C:20]([C@@H:22]3[CH2:26][C@H:25]([S:27][C:28]4[C@H:29]([CH3:52])[C@@H:30]5[C@@H:47]([C@H:48]([OH:50])[CH3:49])[C:46](=[O:51])[N:31]5[C:32]=4[C:33]([O:35]CC4C=CC([N+]([O-])=O)=CC=4)=[O:34])[CH2:24][N:23]3C(OCC3C=CC([N+]([O-])=O)=CC=3)=O)=[O:21])[CH2:15]2)=O)=CC=1)([O-])=O>O1CCCC1.O>[CH:13]([N:14]1[CH2:18][CH2:17][C@@H:16]([NH:19][C:20]([C@@H:22]2[CH2:26][C@H:25]([S:27][C:28]3[C@H:29]([CH3:52])[C@@H:30]4[C@@H:47]([C@H:48]([OH:50])[CH3:49])[C:46](=[O:51])[N:31]4[C:32]=3[C:33]([OH:35])=[O:34])[CH2:24][NH:23]2)=[O:21])[CH2:15]1)=[NH:12]. Procedure: 205 mg of 4-nitrobenzyl (1R, 5S, 6S)-2-{(2S, 4S)-2-[(3S)-1-(N-4-nitrobenzyloxycarbonylformimidoyl)pyrrolidin-3-ylaminocarbonyl]-1-(4-nitrobenzyloxycarbonyl)pyrrolidin-4-ylthio}-6-[(1R)-1-hydroxyethyl]-1-methyl-1-carbapen-2-em-3-carboxylate [prepared as described in step (a) above] were dissolved in 12 ml of 1:1 by volume mixture of tetrahydrofuran and water, and the mixture was hydrogenated by bubbling hydrogen through it at room temperature for 2 hours in the presence of 160 mg of 10% w/w palla... Reactants: Cc1conc1C(=O)O, CC1(c2cc(N)ccc2F)N=C(N)OCC1(F)F. Yields the product Cc1conc1C(=O)Nc1ccc(F)c(C2(C)N=C(N)OCC2(F)F)c1. As a reaction SMILES: [CH3:19][c:20]1[c:21]([C:25](=[O:26])[OH:27])[n:22][o:23][cH:24]1.[NH2:1][c:2]1[cH:3][cH:4][c:5]([F:18])[c:6]([C:8]2([CH3:17])[N:9]=[C:10]([NH2:16])[O:11][CH2:12][C:13]2([F:14])[F:15])[cH:7]1>>[NH:1]([c:2]1[cH:3][cH:4][c:5]([F:18])[c:6]([C:8]2([CH3:17])[N:9]=[C:10]([NH2:16])[O:11][CH2:12][C:13]2([F:14])[F:15])[cH:7]1)[C:25]([c:21]1[c:20]([CH3:19])[cH:24][o:23][n:22]1)=[O:26].